The task is: describe an organic reaction: reactants, conditions, products, and yield. This data is from the Open Reaction Database (ORD), a public repository of structured organic reaction records. The reactants are C(C)(=O)O.CS(=O)(=O)C1=C(C=CC(=C1)C1CCNCC1)N (2-methanesulfonyl-4-piperidin-4-yl-phenylamine; compound with acetic acid), C(C)(C)(C)OC(OC(C)(C)C)=O (di-tert-butylcarbonate), C([O-])([O-])=O.[Na+].[Na+] (sodium carbonate). Run in ClCCl (dichloromethane). Run at time 3 hour. The product is C(C)(C)(C)OC(=O)N1CCC(CC1)C1=CC(=C(C=C1)N)S(=O)(=O)C (4-(4-Amino-3-methanesulfonyl-phenyl)-piperidine-1-carboxylic acid tert-butyl ester). Isolated yield 37.8%. Reaction SMILES: C(O)(=O)C.[CH3:5][S:6]([C:9]1[CH:14]=[C:13]([CH:15]2[CH2:20][CH2:19][NH:18][CH2:17][CH2:16]2)[CH:12]=[CH:11][C:10]=1[NH2:21])(=[O:8])=[O:7].[C:22]([O:26][C:27](=O)[O:28]C(C)(C)C)([CH3:25])([CH3:24])[CH3:23].C(=O)([O-])[O-].[Na+].[Na+]>ClCCl>[C:22]([O:26][C:27]([N:18]1[CH2:17][CH2:16][CH:15]([C:13]2[CH:12]=[CH:11][C:10]([NH2:21])=[C:9]([S:6]([CH3:5])(=[O:8])=[O:7])[CH:14]=2)[CH2:20][CH2:19]1)=[O:28])([CH3:25])([CH3:24])[CH3:23] |f:0.1,3.4.5|. Procedure: To a solution of 2-methanesulfonyl-4-piperidin-4-yl-phenylamine; compound with acetic acid (1.5 g) in dichloromethane (30 ml) was added di-tert-butylcarbonate (1.15 g) and saturated aqueous sodium carbonate solution (10 ml). The reaction mixture was stirred at rt for 3 h and extracted with dichloromethane. The organic phases were dried and concentrated, and the residue was chromatographed on silica gel using heptane/ethyl acetate as eluent to obtain the desired compound (0.64 g) as an off-white ... The reactants are COC(CCn1nc(C)c(=O)n(C(=O)c2ccccc2)c1=O)OC, Cl, C1CCOC1. The product is Cc1nn(CCC=O)c(=O)n(C(=O)c2ccccc2)c1=O. RXN SMILES: [CH3:1][O:2][CH:3]([CH2:4][CH2:5][n:6]1[n:7][c:8]([CH3:22])[c:9](=[O:21])[n:10]([C:13](=[O:14])[c:15]2[cH:16][cH:17][cH:18][cH:19][cH:20]2)[c:11]1=[O:12])[O:23][CH3:24].[ClH:25].[O:26]1[CH2:27][CH2:28][CH2:29][CH2:30]1>>[O:2]=[CH:3][CH2:4][CH2:5][n:6]1[n:7][c:8]([CH3:22])[c:9](=[O:21])[n:10]([C:13](=[O:14])[c:15]2[cH:16][cH:17][cH:18][cH:19][cH:20]2)[c:11]1=[O:12]. Reactants: [Cl-].[Al+3].[Cl-].[Cl-] (aluminum chloride), [Cl-].C[NH+](C)C (trimethylammonium chloride), C(C1=CC=CC=C1)OC=1C(=NC(=CC1)Cl)C(C)=O (1-[3-(benzyloxy)-6-chloropyridin-2-yl]ethanone). Run in C1(=CC=CC=C1)C (toluene), C1(=CC=CC=C1)C (toluene). Conditions: time 1 hour. The product is ClC1=CC=C(C(=N1)C(C)=O)O (1-(6-chloro-3-hydroxypyridin-2-yl)ethanone). Isolated yield 86.1%. As a reaction SMILES: [Cl-].[Al+3].[Cl-].[Cl-].[Cl-].C[NH+](C)C.C([O:17][C:18]1[C:19]([C:25](=[O:27])[CH3:26])=[N:20][C:21]([Cl:24])=[CH:22][CH:23]=1)C1C=CC=CC=1>C1(C)C=CC=CC=1>[Cl:24][C:21]1[N:20]=[C:19]([C:25](=[O:27])[CH3:26])[C:18]([OH:17])=[CH:23][CH:22]=1 |f:0.1.2.3,4.5|. Procedure: To a suspension (80 mL) of aluminum chloride (14.3 g) in toluene was added trimethylammonium chloride (4.75 g), and the mixture was stirred under argon atmosphere at room temperature for 1 hr. To the mixture was added a solution (80 mL) of 1-[3-(benzyloxy)-6-chloropyridin-2-yl]ethanone (8.66 g) synthesized above in toluene, and the mixture was stirred at room temperature for 4 hr. The reaction mixture was concentrated under reduced pressure, saturated aqueous Rochelle salt solution was added to ... Starting materials: CCCCCCCCC=CCCCCCCCC(=O)OC, CI, CC(C)[N-]C1CCCCC1, Cl, [Li+], C1CCOC1. Product: CCCCCCCCC=CCCCCCCC(C)C(=O)OC. Reaction SMILES: [C:1]([CH2:2][CH2:3][CH2:4][CH2:5][CH2:6][CH2:7][CH2:8][CH:9]=[CH:10][CH2:11][CH2:12][CH2:13][CH2:14][CH2:15][CH2:16][CH2:17][CH3:18])(=[O:19])[O:20][CH3:21].[CH3:33][I:34].[CH:22]([N-:23][CH:24]1[CH2:25][CH2:26][CH2:27][CH2:28][CH2:29]1)([CH3:30])[CH3:31].[ClH:35].[Li+:32].[O:36]1[CH2:37][CH2:38][CH2:39][CH2:40]1>>[C:1]([CH:2]([CH2:3][CH2:4][CH2:5][CH2:6][CH2:7][CH2:8][CH:9]=[CH:10][CH2:11][CH2:12][CH2:13][CH2:14][CH2:15][CH2:16][CH2:17][CH3:18])[CH3:22])(=[O:19])[O:20][CH3:21]. Reactants: NC=1N(C(C2(N1)CC(OC1=CC=C(C=C12)Br)C1=CC=CC=C1)=O)C (2′-amino-6-bromo-1′-methyl-2-phenylspiro[chroman-4,4′-imidazol]-5′(1′H)-one), CN(CCNC(=O)C1=CC=C(C=C1)B(O)O)C (4-(2-(dimethylamino)ethylcarbamoyl)phenylboronic acid). Reagents/catalysts: Cl[Pd]([P](C1=CC=CC=C1)(C2=CC=CC=C2)C3=CC=CC=C3)([P](C4=CC=CC=C4)(C5=CC=CC=C5)C6=CC=CC=C6)Cl (Pd(PPh3)2Cl2). The solvent is O1CCOCC1 (1,4-dioxane), C(=O)([O-])[O-].[Cs+].[Cs+] (Cs2CO3). Product: NC=1N(C(C2(N1)CC(OC1=CC=C(C=C12)C1=CC=C(C(=O)NCCN(C)C)C=C1)C1=CC=CC=C1)=O)C (4-(2′-amino-1′-methyl-5′-oxo-2-phenyl-1′,5′-dihydrospiro[chroman-4,4′-imidazole]-6-yl)-N-(2-(dimethylamino)ethyl)benzamide). The yield is 18.1%. As a reaction SMILES: [NH2:1][C:2]1[N:3]([CH3:24])[C:4](=[O:23])[C:5]2([C:15]3[C:10](=[CH:11][CH:12]=[C:13](Br)[CH:14]=3)[O:9][CH:8]([C:17]3[CH:22]=[CH:21][CH:20]=[CH:19][CH:18]=3)[CH2:7]2)[N:6]=1.[CH3:25][N:26]([CH3:41])[CH2:27][CH2:28][NH:29][C:30]([C:32]1[CH:37]=[CH:36][C:35](B(O)O)=[CH:34][CH:33]=1)=[O:31]>O1CCOCC1.C([O-])([O-])=O.[Cs+].[Cs+].Cl[Pd](Cl)([P](C1C=CC=CC=1)(C1C=CC=CC=1)C1C=CC=CC=1)[P](C1C=CC=CC=1)(C1C=CC=CC=1)C1C=CC=CC=1>[NH2:1][C:2]1[N:3]([CH3:24])[C:4](=[O:23])[C:5]2([C:15]3[C:10](=[CH:11][CH:12]=[C:13]([C:35]4[CH:36]=[CH:37][C:32]([C:30]([NH:29][CH2:28][CH2:27][N:26]([CH3:25])[CH3:41])=[O:31])=[CH:33][CH:34]=4)[CH:14]=3)[O:9][CH:8]([C:17]3[CH:22]=[CH:21][CH:20]=[CH:19][CH:18]=3)[CH2:7]2)[N:6]=1 |f:3.4.5,^1:56,75|. Reported procedure: Pd(PPh3)2Cl2 (10 mg, 0.01 mmol) in a 10 mL of flask under Ar2 was treated sequentially with 2′-amino-6-bromo-1′-methyl-2-phenylspiro[chroman-4,4′-imidazol]-5′(1′H)-one (20 mg, 0.052 mmol) in 1,4-dioxane (1 mL), Cs2CO3 (2 N, 0.3 mL) and 4-(2-(dimethylamino)ethylcarbamoyl)phenylboronic acid (25 mg, 0.104 mmol). The mixture was heated under 120 at Ar2 under microwave for 30 minutes. The reaction mixture was concentrated in vacuo to give the residue, which was purified preparative TLC and HPLC to gi... Reactants: O=C([O-])[O-], C1COCCN1, CCOC(C)=O, CC(C)=O, [K+], [K+], O=[N+]([O-])c1ccc(CBr)cc1, O. The product is O=[N+]([O-])c1ccc(CN2CCOCC2)cc1. As a reaction SMILES: [C:12](=[O:13])([O-:14])[O-:15].[CH2:18]1[CH2:19][O:20][CH2:21][CH2:22][NH:23]1.[CH3:24][CH2:25][O:26][C:27](=[O:28])[CH3:29].[CH3:30][C:31](=[O:32])[CH3:33].[K+:16].[K+:17].[O-:1][N+:2](=[O:3])[c:4]1[cH:5][cH:6][c:7]([CH2:8][Br:9])[cH:10][cH:11]1.[OH2:34]>>[O-:1][N+:2](=[O:3])[c:4]1[cH:5][cH:6][c:7]([CH2:8][N:23]2[CH2:18][CH2:19][O:20][CH2:21][CH2:22]2)[cH:10][cH:11]1. Starting materials: C1=CC(=CC(=C1)Cl)C(=O)OO (mCPBA), C(C)OCC=1N(C2=C(C=NC=3C=CC=CC23)N1)CC1(CCCCC1)C(=O)N (1-{[2-(ethoxymethyl)-1H-imidazo[4,5-c]quinolin-1-yl]methyl}cyclohexanecarboxamide), [OH-].[NH4+] (Ammonium hydroxide), C1(=CC=C(C=C1)S(=O)(=O)Cl)C (p-toluenesulfonyl chloride). The solvent is C(Cl)(Cl)Cl (chloroform). Run at time 1 hour. The product is NC1=NC=2C=CC=CC2C2=C1N=C(N2CC2(CCCCC2)C(=O)N)COCC (1-{[4-amino-2-(ethoxymethyl)-1H-imidazo[4,5-c]quinolin-1-yl]methyl}cyclohexanecarboxamide). Reaction SMILES: C1C=C(Cl)C=C(C(OO)=O)C=1.[CH2:12]([O:14][CH2:15][C:16]1[N:17]([CH2:29][C:30]2([C:36]([NH2:38])=[O:37])[CH2:35][CH2:34][CH2:33][CH2:32][CH2:31]2)[C:18]2[C:27]3[CH:26]=[CH:25][CH:24]=[CH:23][C:22]=3[N:21]=[CH:20][C:19]=2[N:28]=1)[CH3:13].[OH-].[NH4+:40].C1(C)C=CC(S(Cl)(=O)=O)=CC=1>C(Cl)(Cl)Cl>[NH2:40][C:20]1[C:19]2[N:28]=[C:16]([CH2:15][O:14][CH2:12][CH3:13])[N:17]([CH2:29][C:30]3([C:36]([NH2:38])=[O:37])[CH2:35][CH2:34][CH2:33][CH2:32][CH2:31]3)[C:18]=2[C:27]2[CH:26]=[CH:25][CH:24]=[CH:23][C:22]=2[N:21]=1 |f:2.3|. Procedure details: mCPBA (953 mg of 77% pure material, 4.25 mmol) was added to a solution of 1-{[2-(ethoxymethyl)-1H-imidazo[4,5-c]quinolin-1-yl]methyl}cyclohexanecarboxamide (1.30 g, 3.54 mmol) in chloroform (15 mL); the reaction was stirred for one hour at ambient temperature. Ammonium hydroxide (15 mL) and p-toluenesulfonyl chloride (742 mg, 3.89 mmol) were added, and the mixture was stirred vigorously for two hours. The aqueous fraction was separated and extracted several times with chloroform. The combined or... The reactants are [N+](=O)([O-])C1=CC=C2C(C(=O)OC(N2)=O)=C1 (5-nitroisatoic anhydride), CSC(NS(=O)(=O)CCl)=N (S-methyl-N-(chloromethanesulfonyl)isothiourea), C(C)#N (acetonitrile), C(CC(O)(C(=O)O)CC(=O)O)(=O)O (citric acid). Reagents/catalysts: CN(C)C1=CC=NC=C1 (4-(N,N-dimethylamino)-pyridine). The product is [N+](=O)([O-])C=1C=C2C(N3C(=NC2=CC1)NS(C3)(=O)=O)=O (7-Nitro-1H-1,2,4-thiadiazolo[3,4-b]quinazolin-5-one-2,2-dioxide). RXN SMILES: [N+:1]([C:4]1[CH:15]=[C:8]2[C:9]([O:11][C:12](=O)[NH:13][C:7]2=[CH:6][CH:5]=1)=O)([O-:3])=[O:2].CSC(=N)[NH:19][S:20]([CH2:23]Cl)(=[O:22])=[O:21].C(O)(=O)CC(CC(O)=O)(C(O)=O)O.C(#[N:41])C>CN(C1C=CN=CC=1)C>[N+:1]([C:4]1[CH:15]=[C:8]2[C:7](=[CH:6][CH:5]=1)[N:13]=[C:12]1[NH:19][S:20](=[O:21])(=[O:22])[CH2:23][N:41]1[C:9]2=[O:11])([O-:3])=[O:2]. Procedure details: To a stirred solution of 5-nitroisatoic anhydride (1.04 g, 5.0 mmol) and S-methyl-N-(chloromethanesulfonyl)isothiourea (1.04 g, 5.0 mmol) in acetonitrile (10 ml) under nitrogen is added 4-(N,N-dimethylamino)-pyridine (0.61 g, 5.0 mmol). The solution is refluxed for 16 hr, cooled, and poured into 10% aqueous citric acid. The resulting solid is collected by filtration and recrystallized twice from isopropanol/DMF, then from DMSO, to provide the title compound as a light yellow solid, mp >300° C. (... Reactants: [N+](=O)([O-])C1=CC=C(C=C1)C1=CC2=C([C@]3(CCC(N[C@@H]3CC2)=O)C)C=C1 ((+)-(4aR)-(10bR)-8-(4-nitrophenyl)-10b-methyl-1,2,3,4,4a,-5,6,10b-octahydrobenzo[f]quinolin-3-one), C(C)(C)(C)O (t-butanol), CC(C)([O-])C.[K+] (potassium t-butoxide), CI (Methyl iodide). Run in C(C)(=O)OCC (ethyl acetate). Run at time 4 hour. The product is CN1C(CC[C@@]2(C3=C(CC[C@@H]12)C=C(C=C3)C3=CC=C(C=C3)[N+](=O)[O-])C)=O ((+)-(4aR)-(10bR)-4-methyl-8-(4-nitrophenyl)-10b-methyl-1,2,3,4,4a, 5,6,10b-octahydrobenzo[f]quinolin-3-one). Yield: 70.0%. As a reaction SMILES: [N+:1]([C:4]1[CH:9]=[CH:8][C:7]([C:10]2[CH:25]=[CH:24][C:13]3[C@:14]4([CH3:23])[C@@H:19]([CH2:20][CH2:21][C:12]=3[CH:11]=2)[NH:18][C:17](=[O:22])[CH2:16][CH2:15]4)=[CH:6][CH:5]=1)([O-:3])=[O:2].[C:26](O)(C)(C)C.CC(C)([O-])C.[K+].CI>C(OCC)(=O)C>[CH3:26][N:18]1[C@H:19]2[C@@:14]([CH3:23])([C:13]3[CH:24]=[CH:25][C:10]([C:7]4[CH:8]=[CH:9][C:4]([N+:1]([O-:3])=[O:2])=[CH:5][CH:6]=4)=[CH:11][C:12]=3[CH2:21][CH2:20]2)[CH2:15][CH2:16][C:17]1=[O:22] |f:2.3|. Procedure: A 15 mL round bottom flask was charged with (+)-(4aR)-(10bR)-8-(4-nitrophenyl)-10b-methyl-1,2,3,4,4a,-5,6,10b-octahydrobenzo[f]quinolin-3-one (14 mg, 0.04 mmol), 0.10 mL of t-butanol, and potassium t-butoxide (14 mg, 0.12 mmol). Methyl iodide (0.03 mL, 0.08 mmol) was added and the mixture was stirred at room temperature for 4 h. The mixture was diluted with ethyl acetate, and purified by silica gel chromatography (ethyl acetate eluent) to give 10 mg (70%) of the title compound as a white solid. ...